From a dataset of the Open Reaction Database (ORD), a public repository of structured organic reaction records. describe an organic reaction: reactants, conditions, products, and yield As a reaction SMILES: [Br:46][c:47]1[cH:48][c:49]([C:50](=[O:51])[Cl:52])[cH:53][cH:54][c:55]1[CH2:56][N:57]1[CH2:58][CH2:59][N:60]([CH2:63][CH3:64])[CH2:61][CH2:62]1.[CH3:1][c:2]1[c:3]([NH:9][c:10]2[n:11][cH:12][cH:13][c:14](-[c:16]3[cH:17][n:18][cH:19][cH:20][cH:21]3)[n:15]2)[cH:4][c:5]([NH2:6])[cH:7][cH:8]1.[Cl:22][c:23]1[n:24][cH:25][c:26](-[c:27]2[cH:28][cH:29][n:30][c:31]([NH:32][c:33]3[cH:34][c:35]([NH2:40])[cH:36][cH:37][c:38]3[CH3:39])[n:41]2)[cH:42][cH:43]1.[ClH:44].[ClH:45]>>[CH3:1][c:2]1[c:3]([NH:9][c:10]2[n:11][cH:12][cH:13][c:14](-[c:16]3[cH:17][n:18][cH:19][cH:20][cH:21]3)[n:15]2)[cH:4][c:5]([NH:6][C:50]([c:49]2[cH:48][c:47]([Br:46])[c:55]([CH2:56][N:57]3[CH2:58][CH2:59][N:60]([CH2:63][CH3:64])[CH2:61][CH2:62]3)[cH:54][cH:53]2)=[O:51])[cH:7][cH:8]1. The reactants are CCN1CCN(Cc2ccc(C(=O)Cl)cc2Br)CC1, Cc1ccc(N)cc1Nc1nccc(-c2cccnc2)n1, Cc1ccc(N)cc1Nc1nccc(-c2ccc(Cl)nc2)n1, Cl, Cl. The product is CCN1CCN(Cc2ccc(C(=O)Nc3ccc(C)c(Nc4nccc(-c5cccnc5)n4)c3)cc2Br)CC1. The reactants are O=C([O-])[O-], CN(C)C=O, Cc1noc(-c2ccc(Cl)nn2)n1, [K+], [K+], c1ccc2c(c1)OCC21CCNC1, O. Product: Cc1noc(-c2ccc(N3CCC4(COc5ccccc54)C3)nn2)n1. As a reaction SMILES: [C:27](=[O:28])([O-:29])[O-:30].[CH3:34][N:35]([CH3:36])[CH:37]=[O:38].[Cl:14][c:15]1[n:16][n:17][c:18](-[c:21]2[n:22][c:23]([CH3:26])[n:24][o:25]2)[cH:19][cH:20]1.[K+:31].[K+:32].[NH:1]1[CH2:2][C:3]2([CH2:4][O:5][c:6]3[c:7]2[cH:8][cH:9][cH:10][cH:11]3)[CH2:12][CH2:13]1.[OH2:33]>>[N:1]1([c:15]2[n:16][n:17][c:18](-[c:21]3[n:22][c:23]([CH3:26])[n:24][o:25]3)[cH:19][cH:20]2)[CH2:2][C:3]2([CH2:4][O:5][c:6]3[c:7]2[cH:8][cH:9][cH:10][cH:11]3)[CH2:12][CH2:13]1. The reactants are BrCCOC1=CC2=C(N=C(S2)SCC2=CC=C(C=C2)Cl)C=C1 (6-(2-bromoethoxy)-2-(4-chlorobenzyl-mercapto)-benzothiazole), CN (methylamine). Yields the product ClC1=CC=C(CSC=2SC3=C(N2)C=CC(=C3)OCCNC)C=C1 (2-(4-chlorobenzylmercapto)-6-(2-methylamino-ethoxy)-benzothiazole). The yield is 97.5%. As a reaction SMILES: Br[CH2:2][CH2:3][O:4][C:5]1[CH:22]=[CH:21][C:8]2[N:9]=[C:10]([S:12][CH2:13][C:14]3[CH:19]=[CH:18][C:17]([Cl:20])=[CH:16][CH:15]=3)[S:11][C:7]=2[CH:6]=1.[CH3:23][NH2:24]>>[Cl:20][C:17]1[CH:18]=[CH:19][C:14]([CH2:13][S:12][C:10]2[S:11][C:7]3[CH:6]=[C:5]([O:4][CH2:3][CH2:2][NH:24][CH3:23])[CH:22]=[CH:21][C:8]=3[N:9]=2)=[CH:15][CH:16]=1. Reported procedure: Prepared from 6-(2-bromoethoxy)-2-(4-chlorobenzyl-mercapto)-benzothiazole and methylamine analogously to Example 3. Yield: 97.5% of theory, Melting point: 56-58° C., 1H-NMR spectrum (200 MHz, CDCl3, signals at ppm): 1.56 (s, 1H); 2.52 (s, 3H); 3.0 (t, 2H); 4.22 (t, 2H); 4.51 (s, 2H); 7.03 (dd, 1H); 7.23 (d, 1H); 7.33 (AB, 4H); 7.77 (d, 1H). Reactants: C(C)(C)(C)N1N=C(C2=C1NC(C=C2)=O)C2CCC2 (1-tert-butyl-3-cyclobutyl-1,7-dihydro-pyrazolo[3,4-b]pyridin-6-one), BrBr (bromine). Solvent: CC(=O)O (AcOH). Reaction conditions: time 15 minute. The product is BrC1=CC2=C(NC1=O)N(N=C2C2CCC2)C(C)(C)C (5-Bromo-1-tert-butyl-3-cyclobutyl-1,7-dihydro-pyrazolo[3,4-b]pyridin-6-one). Isolated yield 16.6%. RXN SMILES: [C:1]([N:5]1[C:9]2[NH:10][C:11](=[O:14])[CH:12]=[CH:13][C:8]=2[C:7]([CH:15]2[CH2:18][CH2:17][CH2:16]2)=[N:6]1)([CH3:4])([CH3:3])[CH3:2].[Br:19]Br>CC(O)=O>[Br:19][C:12]1[C:11](=[O:14])[NH:10][C:9]2[N:5]([C:1]([CH3:4])([CH3:2])[CH3:3])[N:6]=[C:7]([CH:15]3[CH2:18][CH2:17][CH2:16]3)[C:8]=2[CH:13]=1. Procedure: To a stirring solution of 1-tert-butyl-3-cyclobutyl-1,7-dihydro-pyrazolo[3,4-b]pyridin-6-one (1.0 g, 4.1 mmol) in AcOH (10 mL) was added bromine (236 uL, 4.6 mmol) dropwise. After 15 min, the resulting solid was collected and washed with hexanes. The solution was diluted with EtOAc and washed with a saturated aqueous solution of NaHCO3. The organic layer was dried over MgSO4 and concentrated under reduced pressure. Purification of the resulting material was accomplished by flash chromatography, ... Yield: 47.4%. RXN SMILES: [CH2:1]([C@H:3]1[CH2:9][C@H:8]2[C@H:10]3[C@H:19]([CH2:20][CH2:21][C@:5]2([CH2:6][CH3:7])[C:4]1=[O:24])[C:18]1[CH:17]=[CH:16][C:15]([O:22][CH3:23])=[CH:14][C:13]=1[CH2:12][CH2:11]3)[CH3:2].O>C(O)(=O)C.Cl>[CH2:1]([C@@H:3]1[CH2:9][C@H:8]2[C@H:10]3[C@H:19]([CH2:20][CH2:21][C@:5]2([CH2:6][CH3:7])[C@H:4]1[OH:24])[C:18]1[CH:17]=[CH:16][C:15]([O:22][CH3:23])=[CH:14][C:13]=1[CH2:12][CH2:11]3)[CH3:2]. Procedure: A solution of 1.3 g of 16β-ethyl-3-methoxy-18-methyl-1,3,5(10)-estratrien-17-one in 14.5 ml of glacial acetic acid and 2 ml of concentrated hydrochloric acid is stirred for 16 hours at room temperature. Then the mixture is poured into water, extracted with ethyl acetate, the ethyl acetate extracts washed in succession with saturated NaHCO3 solution and saturated NaCl solution, dried over sodium sulfate, and concentrated under vacuum. The oily crude product is reduced according to 1(d) with sodiu... Run in C(C)(=O)O (acetic acid), Cl (hydrochloric acid). Product: petroleum ether ethyl acetate, C(C)[C@H]1[C@@H]([C@]2(CC)[C@@H](C1)[C@@H]1CCC=3C=C(C=CC3[C@H]1CC2)OC)O (16α-ethyl-3-methoxy-18-methyl-1,3,5(10)-estratrien-17β-ol). The reactants are O (water), C(C)[C@@H]1C([C@]2(CC)[C@@H](C1)[C@@H]1CCC=3C=C(C=CC3[C@H]1CC2)OC)=O (16β-ethyl-3-methoxy-18-methyl-1,3,5(10)-estratrien-17-one). The reactants are O=C([O-])O, C=[N+]1CCOCC1, CC#N, [Cl-], [Na+], O, CCOC(=O)c1cnc2scc(C)c2c1O. Yields the product CCOC(=O)c1cnc2sc(CN3CCOCC3)c(C)c2c1O. RXN SMILES: [C:26](=[O:27])([OH:28])[O-:29].[CH2:18]=[N+:19]1[CH2:20][CH2:21][O:22][CH2:23][CH2:24]1.[CH3:31][C:32]#[N:33].[Cl-:17].[Na+:30].[OH2:25].[OH:1][c:2]1[c:3]2[c:4]([n:5][cH:6][c:7]1[C:8](=[O:9])[O:10][CH2:11][CH3:12])[s:13][cH:14][c:15]2[CH3:16]>>[OH:1][c:2]1[c:3]2[c:4]([n:5][cH:6][c:7]1[C:8](=[O:9])[O:10][CH2:11][CH3:12])[s:13][c:14]([CH2:18][N:19]1[CH2:20][CH2:21][O:22][CH2:23][CH2:24]1)[c:15]2[CH3:16]. Starting materials: C(C)OCC (diethyl ether), C1=CC=CC2=NC=C3C=CC=CC3=C12 (phenanthridine), C(C)OCC (diethyl ether). Yields the product C(C)C1NC=2C=CC=CC2C2=CC=CC=C12 (6-ethyl-5,6-dihydrophenanthridine), crude solid. Yield: 89.0%. RXN SMILES: [CH:1]1[C:14]2[C:5](=[N:6][CH:7]=[C:8]3[C:13]=2[CH:12]=[CH:11][CH:10]=[CH:9]3)[CH:4]=[CH:3][CH:2]=1.[CH2:15](OCC)[CH3:16]>>[CH2:15]([CH:7]1[C:8]2[C:13](=[CH:12][CH:11]=[CH:10][CH:9]=2)[C:14]2[CH:1]=[CH:2][CH:3]=[CH:4][C:5]=2[NH:6]1)[CH3:16]. Procedure: A stirred solution of phenanthridine (25 g, 139 mmol) in anhydrous diethyl ether (100 mL) was cooled to −78° C., and treated drop-wise under nitrogen via syringe with a solution of 0.62 M ethyllithium1 in diethyl ether (225 mL, 139 mmol). The yellow solution was warmed to room temperature and stirred for three to four hours. The reaction was cooled to −78° C., and quenched with water. After warming to room temperature, the reaction mixture was extracted with diethyl ether, and the organic phase ... Starting materials: Cl (Hydrochloric acid), C(C)(C)(C)OC(=O)N1CC(N(CC1)CCO)=O (4-tert-butyloxycarbonyl-1-(2-hydroxyethyl)-piperazin-2-one). Run in O1CCOCC1 (1,4-dioxane). Conditions: time 8 hour. The product is Cl.OCCN1C(CNCC1)=O (1-(2-hydroxyethyl)-piperazin-2-one hydrochloride). Isolated yield 92.3%. As a reaction SMILES: [ClH:1].C(OC([N:9]1[CH2:14][CH2:13][N:12]([CH2:15][CH2:16][OH:17])[C:11](=[O:18])[CH2:10]1)=O)(C)(C)C>O1CCOCC1>[ClH:1].[OH:17][CH2:16][CH2:15][N:12]1[CH2:13][CH2:14][NH:9][CH2:10][C:11]1=[O:18] |f:3.4|. Procedure: Hydrochloric acid (1.8 mL, 7.4 mmol, 4 M in 1,4-dioxane) was added to a solution of 4-tert-butyloxycarbonyl-1-(2-hydroxyethyl)-piperazin-2-one (0.45 g, 1.8 mmol) in 1,4-dioxane (5.0 mL). The mixture was stirred overnight and concentrated to give 1-(2-hydroxyethyl)-piperazin-2-one hydrochloride as an off-white solid (0.30 g, 91%).